This data is from the Open Reaction Database (ORD), a public repository of structured organic reaction records. The task is: describe an organic reaction: reactants, conditions, products, and yield Starting materials: CNC, O=C1CC(CCl)=NC=C1OCc1ccccc1, Cl, [Na+], C1CCOC1, [OH-], O. Product: CN(C)CC1=NC=C(OCc2ccccc2)C(=O)C1. RXN SMILES: [CH3:24][NH:25][CH3:26].[Cl:1][CH2:2][C:3]1=[N:4][CH:5]=[C:6]([O:10][CH2:11][c:12]2[cH:13][cH:14][cH:15][cH:16][cH:17]2)[C:7](=[O:9])[CH2:8]1.[ClH:23].[Na+:28].[O:18]1[CH2:19][CH2:20][CH2:21][CH2:22]1.[OH-:27].[OH2:29]>>[CH2:2]([C:3]1=[N:4][CH:5]=[C:6]([O:10][CH2:11][c:12]2[cH:13][cH:14][cH:15][cH:16][cH:17]2)[C:7](=[O:9])[CH2:8]1)[N:25]([CH3:24])[CH3:26].